Dataset: the Open Reaction Database (ORD), a public repository of structured organic reaction records. Task: describe an organic reaction: reactants, conditions, products, and yield Reactants: N (ammonia), C([O-])([O-])=O.[NH4+].[NH4+] (ammonium carbonate), [N+](=O)([O-])C=1C=C(C=CC1)S(=O)(=O)Cl (3-Nitro-benzenesulfonyl chloride). Solvent: C(C)#N (acetonitrile). Conditions: time 1 hour. Product: [N+](=O)([O-])C=1C=C(C=CC1)S(=O)(=O)N (3-Nitro-benzenesulfonamide). Reaction SMILES: [N+:1]([C:4]1[CH:5]=[C:6]([S:10](Cl)(=[O:12])=[O:11])[CH:7]=[CH:8][CH:9]=1)([O-:3])=[O:2].[NH3:14].C(=O)([O-])[O-].[NH4+].[NH4+]>C(#N)C>[N+:1]([C:4]1[CH:5]=[C:6]([S:10]([NH2:14])(=[O:12])=[O:11])[CH:7]=[CH:8][CH:9]=1)([O-:3])=[O:2] |f:2.3.4|. Reported procedure: 3-Nitro-benzenesulfonyl chloride (2.0 g, 9.0 mmol) was dissolved in acetonitrile (20 mL). To this solution was added concentrated aqueous ammonia (20 mL) saturated with ammonium carbonate and the reaction mixture was vigorously stirred for 1 h at room temperature. Then acetonitrile was removed under reduced pressure and the residue diluted with cold water (30 mL) leading to a precipitate formation. The precipitate was filtered out and washed with water (2×15 mL), ether and dried. Yield of 3-nitr... Reactants: CCCc1cn(CC(=O)N2CCOC(C(=O)OCc3ccccc3)C2)nn1, CO, [Li+], [OH-], O, O. Product: CCCc1cn(CC(=O)N2CCOC(C(=O)O)C2)nn1. As a reaction SMILES: [CH2:1]([CH2:2][CH3:3])[c:4]1[n:5][n:6][n:7]([CH2:9][C:10](=[O:11])[N:12]2[CH2:13][CH:14]([C:18](=[O:19])[O:20][CH2:21][c:22]3[cH:23][cH:24][cH:25][cH:26][cH:27]3)[O:15][CH2:16][CH2:17]2)[cH:8]1.[CH3:31][OH:32].[Li+:30].[OH-:29].[OH2:28].[OH2:33]>>[CH2:1]([CH2:2][CH3:3])[c:4]1[n:5][n:6][n:7]([CH2:9][C:10](=[O:11])[N:12]2[CH2:13][CH:14]([C:18](=[O:19])[OH:20])[O:15][CH2:16][CH2:17]2)[cH:8]1. Reaction SMILES: [C:11]([CH3:12])([CH3:13])([CH3:14])[O:15][C:16]([CH2:17][n:18]1[c:19]([CH2:35][CH2:36][CH3:37])[n:20][c:21]2[c:22]1[cH:23][cH:24][c:25]([NH:27][CH2:28][c:29]1[cH:30][cH:31][cH:32][cH:33][cH:34]1)[cH:26]2)=[O:38].[CH3:48][N:49]([c:50]1[cH:51][cH:52][n:53][cH:54][cH:55]1)[CH3:56].[CH:39]([N:40]([CH2:41][CH3:42])[CH:43]([CH3:44])[CH3:45])([CH3:46])[CH3:47].[Cl:1][c:2]1[cH:3][cH:4][c:5]([C:6](=[O:7])[Cl:8])[cH:9][cH:10]1.[Cl:57][CH2:58][Cl:59].[ClH:60]>>[Cl:1][c:2]1[cH:3][cH:4][c:5]([C:6](=[O:7])[N:27]([c:25]2[cH:24][cH:23][c:22]3[n:18]([CH2:17][C:16]([O:15][C:11]([CH3:12])([CH3:13])[CH3:14])=[O:38])[c:19]([CH2:35][CH2:36][CH3:37])[n:20][c:21]3[cH:26]2)[CH2:28][c:29]2[cH:30][cH:31][cH:32][cH:33][cH:34]2)[cH:9][cH:10]1. Starting materials: CCCc1nc2cc(NCc3ccccc3)ccc2n1CC(=O)OC(C)(C)C, CN(C)c1ccncc1, CCN(C(C)C)C(C)C, O=C(Cl)c1ccc(Cl)cc1, ClCCl, Cl. Product: CCCc1nc2cc(N(Cc3ccccc3)C(=O)c3ccc(Cl)cc3)ccc2n1CC(=O)OC(C)(C)C. Reactants: COC(=O)C(C)Br, O=C([O-])[O-], CN(C)C=O, [K+], [K+], O=Cc1cccc(O)c1. The product is COC(=O)C(C)Oc1cccc(C=O)c1. RXN SMILES: [Br:10][CH:11]([C:12](=[O:13])[O:14][CH3:15])[CH3:16].[C:17](=[O:18])([O-:19])[O-:20].[CH3:23][N:24]([CH3:25])[CH:26]=[O:27].[K+:21].[K+:22].[OH:1][c:2]1[cH:3][c:4]([CH:5]=[O:6])[cH:7][cH:8][cH:9]1>>[O:1]([c:2]1[cH:3][c:4]([CH:5]=[O:6])[cH:7][cH:8][cH:9]1)[CH:11]([C:12](=[O:13])[O:14][CH3:15])[CH3:16].